Dataset: the Open Reaction Database (ORD), a public repository of structured organic reaction records. Task: describe an organic reaction: reactants, conditions, products, and yield The reactants are C[N+](C)(C)C[C@@H](CC(=O)[O-])O (L-carnitine inner salt), N[C@@H](CC(=O)[O-])C(=O)[O-].[K+].[K+] (potassium aspartate). Run in O (water), O (water). Product: N[C@@H](CC(=O)[O-])C(=O)[O-].[K+].O[C@@H](C[N+](C)(C)C)CC([O-])=O.[K+] (L-carnitine potassium aspartate). Yield: 218.5%. Reaction SMILES: [CH3:1][N+:2]([CH2:5][C@H:6]([OH:11])[CH2:7][C:8]([O-:10])=[O:9])([CH3:4])[CH3:3].[NH2:12][C@H:13]([C:18]([O-:20])=[O:19])[CH2:14][C:15]([O-:17])=[O:16].[K+:21].[K+]>O>[NH2:12][C@H:13]([C:18]([O-:20])=[O:19])[CH2:14][C:15]([O-:17])=[O:16].[K+:21].[OH:11][C@H:6]([CH2:7][C:8](=[O:9])[O-:10])[CH2:5][N+:2]([CH3:4])([CH3:1])[CH3:3].[K+:21] |f:1.2.3,5.6.7.8|. Procedure details: An amount of 16.21 g of L-carnitine inner salt is dissolved in 30 ml of water; 17.32 g of potassium aspartate dissolved in 10 ml of water are added. The mixture is stirred up to complete dissolution. The solution is submitted to freeze drying; 33.5 g of L-carnitine potassium aspartate are obtained; the spectroscopic analyses confirm its structure.